This data is from the Open Reaction Database (ORD), a public repository of structured organic reaction records. The task is: describe an organic reaction: reactants, conditions, products, and yield The reactants are BrCCCCCCBr, [Na+], [OH-], O, OCCCCSc1ccccc1. Product: BrCCCCCCOCCCCSc1ccccc1. RXN SMILES: [Br:13][CH2:14][CH2:15][CH2:16][CH2:17][CH2:18][CH2:19][Br:20].[Na+:22].[OH-:21].[OH2:23].[c:1]1([S:7][CH2:8][CH2:9][CH2:10][CH2:11][OH:12])[cH:2][cH:3][cH:4][cH:5][cH:6]1>>[c:1]1([S:7][CH2:8][CH2:9][CH2:10][CH2:11][O:12][CH2:19][CH2:18][CH2:17][CH2:16][CH2:15][CH2:14][Br:13])[cH:2][cH:3][cH:4][cH:5][cH:6]1. Reactants: COC(CC1=CC=C(C=C1)OCCCOC1=C(C=C(C=C1)Cl)N1N=C2C(=N1)C=CC=C2)=O ({4-[3-(2-Benzotriazol-2-yl-4-chloro-phenoxy)-propoxy]-phenyl}-acetic acid methyl ester), C[Si](C)(C)[N-][Si](C)(C)C.[K+] (KHMDS), CI (MeI). Run in C1CCOC1 (THF). Reaction conditions: time 0.5 hour. Product: N=1N(N=C2C1C=CC=C2)C2=C(OCCCOC1=CC=C(C=C1)C(C(=O)O)C)C=CC(=C2)Cl (2-{4-[3-(2-Benzotriazol-2-yl-4-chloro-phenoxy)-propoxy]-phenyl}-propionic acid). Yield: 79.7%. RXN SMILES: C[O:2][C:3](=[O:32])[CH2:4][C:5]1[CH:10]=[CH:9][C:8]([O:11][CH2:12][CH2:13][CH2:14][O:15][C:16]2[CH:21]=[CH:20][C:19]([Cl:22])=[CH:18][C:17]=2[N:23]2[N:27]=[C:26]3[CH:28]=[CH:29][CH:30]=[CH:31][C:25]3=[N:24]2)=[CH:7][CH:6]=1.[CH3:33][Si]([N-][Si](C)(C)C)(C)C.[K+].CI>C1COCC1>[N:27]1[N:23]([C:17]2[CH:18]=[C:19]([Cl:22])[CH:20]=[CH:21][C:16]=2[O:15][CH2:14][CH2:13][CH2:12][O:11][C:8]2[CH:7]=[CH:6][C:5]([CH:4]([CH3:33])[C:3]([OH:2])=[O:32])=[CH:10][CH:9]=2)[N:24]=[C:25]2[CH:31]=[CH:30][CH:29]=[CH:28][C:26]=12 |f:1.2|. Procedure details: To a solution of Compound 490 (0.45 g, 1 mmol) in THF (15 mL) was added KHMDS (3 mL, 1.5 mmol) at −78° C. under N2. The mixture was stirred at −78° for 0.5 hr and MeI (0.56g, 4 mmol) was added. The mixture was stirred at −78° for 2 hrs and was quenched with saturated aqueous NH4Cl, diluted with EtOAc organic layer was dried over NaSO4, evaporated and the residue was purified by flash chromatography on silica gel to afford 0.36g desired product.